Dataset: the Open Reaction Database (ORD), a public repository of structured organic reaction records. Task: describe an organic reaction: reactants, conditions, products, and yield Starting materials: OC1CN(CCC1C1=CC=C(C=C1)O)C(=O)OC(C)(C)C (tert-butyl 3-hydroxy-4-(4-hydroxyphenyl)piperidine-1-carboxylate), C([O-])([O-])=O.[K+].[K+] (potassium carbonate), S(=O)(=O)(OC)OC (dimethyl sulphate). Solvent: CC(=O)C (acetone). Yields the product OC1CN(CCC1C1=CC=C(C=C1)OC)C(=O)OC(C)(C)C (tert-Butyl 3-hydroxy-4-(4-methoxyphenyl)piperidine-1-carboxylate). RXN SMILES: [OH:1][CH:2]1[CH:7]([C:8]2[CH:13]=[CH:12][C:11]([OH:14])=[CH:10][CH:9]=2)[CH2:6][CH2:5][N:4]([C:15]([O:17][C:18]([CH3:21])([CH3:20])[CH3:19])=[O:16])[CH2:3]1.[C:22](=O)([O-])[O-].[K+].[K+].S(OC)(OC)(=O)=O>CC(C)=O>[OH:1][CH:2]1[CH:7]([C:8]2[CH:9]=[CH:10][C:11]([O:14][CH3:22])=[CH:12][CH:13]=2)[CH2:6][CH2:5][N:4]([C:15]([O:17][C:18]([CH3:21])([CH3:20])[CH3:19])=[O:16])[CH2:3]1 |f:1.2.3|. Procedure: A suspension of 15.07 g of tert-butyl 3-hydroxy-4-(4-hydroxyphenyl)piperidine-1-carboxylate and 10.10 g of potassium carbonate in 260 ml of acetone is admixed with 5.43 ml of dimethyl sulphate and stirred at reflux over 7 hours. The reaction mixture is cooled to room temperature and concentrated by evaporation. The residue is partitioned between diethyl ether and a 1:1 25% conc. ammonia-water mixture. The organic phase is washed with water, 2N NaOH (2×) and brine, dried over sodium sulphate and ... RXN SMILES: [CH3:46][CH2:47][N:48]=[C:49]=[N:50][CH2:51][CH2:52][CH2:53][N:54]([CH3:55])[CH3:56].[CH:1]([N:2]([CH2:3][CH3:4])[CH:5]([CH3:6])[CH3:7])([CH3:8])[CH3:9].[ClH:57].[F:58][c:59]1[cH:60][cH:61][c:62]([C:73]([F:74])([F:75])[F:76])[c:63]([C:65](=[O:66])[N:67]2[CH2:68][CH2:69][NH:70][CH2:71][CH2:72]2)[cH:64]1.[O:77]=[CH:78][N:79]([CH3:80])[CH3:81].[OH2:82].[OH:36][n:37]1[c:38]2[c:39]([cH:40][cH:41][cH:42][cH:43]2)[n:44][n:45]1.[c:10]1(-[c:30]2[cH:31][cH:32][cH:33][cH:34][cH:35]2)[cH:11][cH:12][c:13]([CH:16]([CH3:17])[N:18]([C:19](=[O:20])[O:21][C:22]([CH3:23])([CH3:24])[CH3:25])[CH2:26][C:27](=[O:28])[OH:29])[cH:14][cH:15]1>>[c:10]1(-[c:30]2[cH:31][cH:32][cH:33][cH:34][cH:35]2)[cH:11][cH:12][c:13]([CH:16]([CH3:17])[N:18]([C:19](=[O:20])[O:21][C:22]([CH3:23])([CH3:24])[CH3:25])[CH2:26][C:27](=[O:28])[N:70]2[CH2:69][CH2:68][N:67]([C:65]([c:63]3[c:62]([C:73]([F:74])([F:75])[F:76])[cH:61][cH:60][c:59]([F:58])[cH:64]3)=[O:66])[CH2:72][CH2:71]2)[cH:14][cH:15]1. The product is CC(c1ccc(-c2ccccc2)cc1)N(CC(=O)N1CCN(C(=O)c2cc(F)ccc2C(F)(F)F)CC1)C(=O)OC(C)(C)C. Starting materials: CCN=C=NCCCN(C)C, CCN(C(C)C)C(C)C, Cl, O=C(c1cc(F)ccc1C(F)(F)F)N1CCNCC1, CN(C)C=O, O, On1nnc2ccccc21, CC(c1ccc(-c2ccccc2)cc1)N(CC(=O)O)C(=O)OC(C)(C)C. Starting materials: COC1=NC2=CC=C(C=C2N=C1NC(OCC)=O)OC (Ethyl N-(2,6-dimethoxyquinoxalin-3-yl)carbamate), COC1=C(C=CC=C1)N1CCNCC1 (1-(2-methoxyphenyl)piperazine). Yields the product COC1=NC2=CC=C(C=C2N=C1NC(=O)N1CCN(CC1)C1=C(C=CC=C1)OC)OC (1-[(2,6-Dimethoxyquinoxalin-3-yl)aminocarbonyl]-4-(2-methoxyphenyl)piperazine). The yield is 84.0%. Reaction SMILES: [CH3:1][O:2][C:3]1[C:12]([NH:13][C:14](=[O:18])OCC)=[N:11][C:10]2[C:5](=[CH:6][CH:7]=[C:8]([O:19][CH3:20])[CH:9]=2)[N:4]=1.[CH3:21][O:22][C:23]1[CH:28]=[CH:27][CH:26]=[CH:25][C:24]=1[N:29]1[CH2:34][CH2:33][NH:32][CH2:31][CH2:30]1>>[CH3:1][O:2][C:3]1[C:12]([NH:13][C:14]([N:32]2[CH2:31][CH2:30][N:29]([C:24]3[CH:25]=[CH:26][CH:27]=[CH:28][C:23]=3[O:22][CH3:21])[CH2:34][CH2:33]2)=[O:18])=[N:11][C:10]2[C:5](=[CH:6][CH:7]=[C:8]([O:19][CH3:20])[CH:9]=2)[N:4]=1. Procedure details: Ethyl N-(2,6-dimethoxyquinoxalin-3-yl)carbamate and 1-(2-methoxyphenyl)piperazine were reacted by the same way with the example 64 to obtain the titled compound (yield, 84%). 1H NMR (300 MHz, CDCl3): δ 3.15 (s, 4H), 3.83-3.89 (m, 9H), 4.12-4.17 (m, 4H), 6.88-6.95 (m, 3H), 7.02-7.05 (m, 1H), 7.14 (d, J=8.7 Hz, 1H), 7.31 (s, 1H), 7.51 (d, J=8.7 Hz, 1H), 7.63 (d, J=9.0 Hz, 1H).